Dataset: the Open Reaction Database (ORD), a public repository of structured organic reaction records. Task: describe an organic reaction: reactants, conditions, products, and yield Reactants: CCOC(=O)Cc1cc(OCC(F)(F)F)c(I)c(OCC(F)(F)F)c1, CCOC(C)=O, COCCOC, OB(O)c1ccc(C(F)(F)F)cc1, O, c1ccc(P(c2ccccc2)(c2ccccc2)[Pd](P(c2ccccc2)(c2ccccc2)c2ccccc2)(P(c2ccccc2)(c2ccccc2)c2ccccc2)P(c2ccccc2)(c2ccccc2)c2ccccc2)cc1. Product: CCOC(=O)Cc1cc(OCC(F)(F)F)c(-c2ccc(C(F)(F)F)cc2)c(OCC(F)(F)F)c1. As a reaction SMILES: [CH2:1]([CH3:2])[O:3][C:4]([CH2:5][c:6]1[cH:7][c:8]([O:19][CH2:20][C:21]([F:22])([F:23])[F:24])[c:9]([I:18])[c:10]([O:12][CH2:13][C:14]([F:15])([F:16])[F:17])[cH:11]1)=[O:25].[CH3:40][CH2:41][O:42][C:43]([CH3:44])=[O:45].[CH3:46][O:47][CH2:48][CH2:49][O:50][CH3:51].[F:26][C:27]([c:28]1[cH:29][cH:30][c:31]([B:34]([OH:35])[OH:36])[cH:32][cH:33]1)([F:37])[F:38].[OH2:39].[cH:52]1[cH:53][cH:54][c:55]([P:56]([Pd:57]([P:58]([c:59]2[cH:60][cH:61][cH:62][cH:63][cH:64]2)([c:65]2[cH:66][cH:67][cH:68][cH:69][cH:70]2)[c:71]2[cH:72][cH:73][cH:74][cH:75][cH:76]2)([P:77]([c:78]2[cH:79][cH:80][cH:81][cH:82][cH:83]2)([c:84]2[cH:85][cH:86][cH:87][cH:88][cH:89]2)[c:90]2[cH:91][cH:92][cH:93][cH:94][cH:95]2)[P:96]([c:97]2[cH:98][cH:99][cH:100][cH:101][cH:102]2)([c:103]2[cH:104][cH:105][cH:106][cH:107][cH:108]2)[c:109]2[cH:110][cH:111][cH:112][cH:113][cH:114]2)([c:115]2[cH:116][cH:117][cH:118][cH:119][cH:120]2)[c:121]2[cH:122][cH:123][cH:124][cH:125][cH:126]2)[cH:127][cH:128]1>>[CH2:1]([CH3:2])[O:3][C:4]([CH2:5][c:6]1[cH:7][c:8]([O:19][CH2:20][C:21]([F:22])([F:23])[F:24])[c:9](-[c:31]2[cH:30][cH:29][c:28]([C:27]([F:26])([F:37])[F:38])[cH:33][cH:32]2)[c:10]([O:12][CH2:13][C:14]([F:15])([F:16])[F:17])[cH:11]1)=[O:25].